describe an organic reaction: reactants, conditions, products, and yield From a dataset of the Open Reaction Database (ORD), a public repository of structured organic reaction records. Yields the product NC=1OCC([C@@](N1)(C)C=1C=C(C=CC1F)NC(C)=O)(F)F (N-[3-((R)-2-Amino-5,5-difluoro-4-methyl-5,6-dihydro-4H-[1,3]oxazin-4-yl)-4-fluoro-phenyl]-acetamide). Procedure details: The condensation of (R)-4-(5-amino-2-fluoro-phenyl)-5,5-difluoro-4-methyl-5,6-dihydro-4H-[1,3]oxazin-2-ylamine (intermediate XI-1) and acetic acid following procedure I yielded the title compound as a white solid. MS (ISP): m/z=302.3 [M+H]+. RXN SMILES: [NH2:1][C:2]1[CH:3]=[CH:4][C:5]([F:18])=[C:6]([C@:8]2([CH3:17])[C:13]([F:15])([F:14])[CH2:12][O:11][C:10]([NH2:16])=[N:9]2)[CH:7]=1.[C:19](O)(=[O:21])[CH3:20]>>[NH2:16][C:10]1[O:11][CH2:12][C:13]([F:14])([F:15])[C@:8]([C:6]2[CH:7]=[C:2]([NH:1][C:19](=[O:21])[CH3:20])[CH:3]=[CH:4][C:5]=2[F:18])([CH3:17])[N:9]=1. Starting materials: NC=1C=CC(=C(C1)[C@]1(N=C(OCC1(F)F)N)C)F ((R)-4-(5-amino-2-fluoro-phenyl)-5,5-difluoro-4-methyl-5,6-dihydro-4H-[1,3]oxazin-2-ylamine), C(C)(=O)O (acetic acid). Starting materials: ClC=1C=C(C(=CC1Cl)NCCCN1CCN(CC1)C(C1=CC=CC=C1)C1=CC=CC=C1)N (4,5-dichloro-N1 -{3-[4-(diphenylmethyl)-1-piperazinyl]propyl}-1,2-benzenediamine), NC(=O)N (urea), O (water). Solvent: ClC(Cl)Cl (trichloromethane). Reaction conditions: temperature 190 celsius, time 3 hour. Product: ClC1=CC2=C(N(C(N2)=O)CCCN2CCN(CC2)C(C2=CC=CC=C2)C2=CC=CC=C2)C=C1Cl (5,6-dichloro-1-{3-[4-(diphenylmethyl)-1-piperazinyl]propyl}-1,3-dihydro-2H-benzimidazol-2-one). Reaction SMILES: [Cl:1][C:2]1[CH:3]=[C:4]([NH2:32])[C:5]([NH:9][CH2:10][CH2:11][CH2:12][N:13]2[CH2:18][CH2:17][N:16]([CH:19]([C:26]3[CH:31]=[CH:30][CH:29]=[CH:28][CH:27]=3)[C:20]3[CH:25]=[CH:24][CH:23]=[CH:22][CH:21]=3)[CH2:15][CH2:14]2)=[CH:6][C:7]=1[Cl:8].N[C:34](N)=[O:35].O>ClC(Cl)Cl>[Cl:1][C:2]1[C:7]([Cl:8])=[CH:6][C:5]2[N:9]([CH2:10][CH2:11][CH2:12][N:13]3[CH2:14][CH2:15][N:16]([CH:19]([C:26]4[CH:31]=[CH:30][CH:29]=[CH:28][CH:27]=4)[C:20]4[CH:25]=[CH:24][CH:23]=[CH:22][CH:21]=4)[CH2:17][CH2:18]3)[C:34](=[O:35])[NH:32][C:4]=2[CH:3]=1. Procedure details: A mixture of 4 parts of 4,5-dichloro-N1 -{3-[4-(diphenylmethyl)-1-piperazinyl]propyl}-1,2-benzenediamine and 1.5 parts of urea is stirred for 3 hours in an oil-bath at 190° C. After cooling, water and trichloromethane are added. The layers are separated and the organic phase is dried, filtered and evaporated. The residue is purified by column-chromatography over silica gel using a mixture of trichloromethane and methanol (95:5 by volume) as eluent. The pure fractions are collected and the eluent... Reactants: Cl.NN1CCOC2=C1C=CC(=C2)C (4-Amino-3,4-dihydro-7-methyl-2H-1,4-benzoxazine hydrochloride), CN1CCC(CC1)=O (1-methyl-4-piperidone). As a reaction SMILES: [ClH:1].N[N:3]1[C:8]2[CH:9]=[CH:10][C:11]([CH3:13])=[CH:12][C:7]=2[O:6][CH2:5][CH2:4]1.[CH3:14][N:15]1[CH2:20][CH2:19][C:18](=O)[CH2:17][CH2:16]1>>[ClH:1].[CH3:13][C:11]1[CH:10]=[C:9]2[C:8]3[N:3]([C:18]4[CH2:19][CH2:20][N:15]([CH3:14])[CH2:16][C:17]=42)[CH2:4][CH2:5][O:6][C:7]=3[CH:12]=1 |f:0.1,3.4|. Procedure: 4-Amino-3,4-dihydro-7-methyl-2H-1,4-benzoxazine hydrochloride is reacted with 1-methyl-4-piperidone according to the procedure of Example 110 to yield the title compound, m.p. 248°-249° . Yields the product Cl.CC1=CC2=C3N(CCO2)C2=C(C3=C1)CN(CC2)C (1,2,7,8,9,10-hexahydro-5,8-dimethylpyrido[3',4':4,5]pyrrolo[1,2,3-de][1,4]benzoxazine hydrochloride). The reactants are CCCCCCCCCCCCc1ccc(S(=O)(=O)Cl)cc1, Cl, CCc1nnc(N)s1, c1ccncc1. Product: CCCCCCCCCCCCc1ccc(S(=O)(=O)Nc2nnc(CC)s2)cc1. RXN SMILES: [CH2:9]([CH2:10][CH2:11][CH2:12][CH2:13][CH2:14][CH2:15][CH2:16][CH2:17][CH2:18][CH2:19][CH3:20])[c:21]1[cH:22][cH:23][c:24]([S:27](=[O:28])(=[O:29])[Cl:30])[cH:25][cH:26]1.[ClH:31].[NH2:1][c:2]1[s:3][c:4]([CH2:7][CH3:8])[n:5][n:6]1.[cH:32]1[cH:33][cH:34][n:35][cH:36][cH:37]1>>[NH:1]([c:2]1[s:3][c:4]([CH2:7][CH3:8])[n:5][n:6]1)[S:27]([c:24]1[cH:23][cH:22][c:21]([CH2:9][CH2:10][CH2:11][CH2:12][CH2:13][CH2:14][CH2:15][CH2:16][CH2:17][CH2:18][CH2:19][CH3:20])[cH:26][cH:25]1)(=[O:28])=[O:29]. Reactants: CCO, [H][H], Cc1c(C)c2c(c(C)c1N)CC(C)(CN1CCC(N(CCC(c3ccccc3)c3ccccc3)Cc3ccccc3)CC1)O2. The product is Cc1c(C)c2c(c(C)c1N)CC(C)(CN1CCC(NCCC(c3ccccc3)c3ccccc3)CC1)O2. RXN SMILES: [CH3:47][CH2:48][OH:49].[H:45][H:46].[NH2:1][c:2]1[c:3]([CH3:44])[c:4]([CH3:43])[c:5]2[c:6]([c:41]1[CH3:42])[CH2:7][C:8]([CH3:10])([CH2:11][N:12]1[CH2:13][CH2:14][CH:15]([N:18]([CH2:19][CH2:20][CH:21]([c:22]3[cH:23][cH:24][cH:25][cH:26][cH:27]3)[c:28]3[cH:29][cH:30][cH:31][cH:32][cH:33]3)[CH2:34][c:35]3[cH:36][cH:37][cH:38][cH:39][cH:40]3)[CH2:16][CH2:17]1)[O:9]2>>[NH2:1][c:2]1[c:3]([CH3:44])[c:4]([CH3:43])[c:5]2[c:6]([c:41]1[CH3:42])[CH2:7][C:8]([CH3:10])([CH2:11][N:12]1[CH2:13][CH2:14][CH:15]([NH:18][CH2:19][CH2:20][CH:21]([c:22]3[cH:23][cH:24][cH:25][cH:26][cH:27]3)[c:28]3[cH:29][cH:30][cH:31][cH:32][cH:33]3)[CH2:16][CH2:17]1)[O:9]2. The reactants are II (iodine), O1CCOC12CCC(CC2)CCO (2-(1,4-dioxaspiro[4,5]dec-8-yl)ethanol), C1(=CC=CC=C1)P(C1=CC=CC=C1)C1=CC=CC=C1 (triphenylphosphine), N1C=NC=C1 (imidazole). Run in C1(=CC=CC=C1)C (toluene). Reaction conditions: temperature 3 celsius. The product is ICCC1CCC2(OCCO2)CC1 (8-(2-iodoethyl)-1,4-dioxaspiro[4,5]decane). Yield: 93.9%. As a reaction SMILES: [O:1]1[C:5]2([CH2:10][CH2:9][CH:8]([CH2:11][CH2:12]O)[CH2:7][CH2:6]2)[O:4][CH2:3][CH2:2]1.C1(P(C2C=CC=CC=2)C2C=CC=CC=2)C=CC=CC=1.N1C=CN=C1.[I:38]I>C1(C)C=CC=CC=1>[I:38][CH2:12][CH2:11][CH:8]1[CH2:9][CH2:10][C:5]2([O:4][CH2:3][CH2:2][O:1]2)[CH2:6][CH2:7]1. Reported procedure: Fourth Step: 150.0 g of the compound (13), 274.3 g of triphenylphosphine (Ph3P), 71.3 g of imidazole and 900 mL of toluene were added to a reactor under nitrogen atmosphere, and stirred at 3° C. 255.5 g of iodine was added thereto by dividing into 10 portions at a temperature range of from 3 to 10° C., followed by further stirring at 0° C. for 3 hours. After confirming that the reaction had been completed by GC analysis, a yellow solid thus deposited was filtered off. The filtrate was concentrat... The reactants are C1(=CC=CC=C1)C(C1=CC=CC=C1)(C1=CC=CC=C1)NC=1SC=C(N1)/C(/C(=O)[O-])=N/OC(C1=CC=CC=C1)(C1=CC=CC=C1)C1=CC=CC=C1.[Na+] (Sodium 2-(2-triphenylmethylaminothiazol-4-yl)2-Z-triphenylmethoxyiminoacetate), N[C@H]1[C@@H]2N(C(=C(CS2)/C=C/2\C=C(C(O2)=O)C)C(=O)OC(C2=CC=CC=C2)C2=CC=CC=C2)C1=O (diphenylmethyl 7β-amino-3-(E-2,5-dihydro-3-methyl-2-oxofuran-5-ylidenemethyl)ceph-3-em-4-carboxylate), N1=CC=CC=C1 (pyridine), CS(=O)(=O)Cl (methanesulphonyl chloride). Solvent: C(C)(=O)OCC (ethyl acetate), CN(C)C=O (DMF), CN(C)C=O (DMF). Reaction conditions: temperature -15 celsius. Product: CC=1C(O\C(\C1)=C\C=1CS[C@H]2N(C1C(=O)OC(C1=CC=CC=C1)C1=CC=CC=C1)C([C@H]2NC(\C(\C=2N=C(SC2)NC(C2=CC=CC=C2)(C2=CC=CC=C2)C2=CC=CC=C2)=N/OC(C2=CC=CC=C2)(C2=CC=CC=C2)C2=CC=CC=C2)=O)=O)=O (Diphenylmethyl 3-(E-2 5-dihydro-3-methyl-2-oxofuran-5-ylidenemethyl)-7β-[2-(2-triphenylmethyl aminothiazol-4-yl)-2-Z-triphenylmethoxyimino acetamido]ceph-3-em-4-carboxylate). Isolated yield 39.4%. As a reaction SMILES: [C:1]1([C:7]([NH:20][C:21]2[S:22][CH:23]=[C:24](/[C:26](=[N:30]/[O:31][C:32]([C:45]3[CH:50]=[CH:49][CH:48]=[CH:47][CH:46]=3)([C:39]3[CH:44]=[CH:43][CH:42]=[CH:41][CH:40]=3)[C:33]3[CH:38]=[CH:37][CH:36]=[CH:35][CH:34]=3)/[C:27]([O-:29])=O)[N:25]=2)([C:14]2[CH:19]=[CH:18][CH:17]=[CH:16][CH:15]=2)[C:8]2[CH:13]=[CH:12][CH:11]=[CH:10][CH:9]=2)[CH:6]=[CH:5][CH:4]=[CH:3][CH:2]=1.[Na+].CS(Cl)(=O)=O.[NH2:57][C@@H:58]1[C:89](=[O:90])[N:60]2[C:61]([C:73]([O:75][CH:76]([C:83]3[CH:88]=[CH:87][CH:86]=[CH:85][CH:84]=3)[C:77]3[CH:82]=[CH:81][CH:80]=[CH:79][CH:78]=3)=[O:74])=[C:62](/[CH:65]=[C:66]3\[CH:67]=[C:68]([CH3:72])[C:69](=[O:71])[O:70]\3)[CH2:63][S:64][C@H:59]12.N1C=CC=CC=1>CN(C=O)C.C(OCC)(=O)C>[CH3:72][C:68]1[C:69](=[O:71])[O:70]/[C:66](=[CH:65]/[C:62]2[CH2:63][S:64][C@@H:59]3[C@H:58]([NH:57][C:27](=[O:29])/[C:26](=[N:30]\[O:31][C:32]([C:45]4[CH:46]=[CH:47][CH:48]=[CH:49][CH:50]=4)([C:39]4[CH:40]=[CH:41][CH:42]=[CH:43][CH:44]=4)[C:33]4[CH:38]=[CH:37][CH:36]=[CH:35][CH:34]=4)/[C:24]4[N:25]=[C:21]([NH:20][C:7]([C:1]5[CH:6]=[CH:5][CH:4]=[CH:3][CH:2]=5)([C:8]5[CH:9]=[CH:10][CH:11]=[CH:12][CH:13]=5)[C:14]5[CH:15]=[CH:16][CH:17]=[CH:18][CH:19]=5)[S:22][CH:23]=4)[C:89](=[O:90])[N:60]3[C:61]=2[C:73]([O:75][CH:76]([C:77]2[CH:78]=[CH:79][CH:80]=[CH:81][CH:82]=2)[C:83]2[CH:88]=[CH:87][CH:86]=[CH:85][CH:84]=2)=[O:74])/[CH:67]=1 |f:0.1|. Procedure: Sodium 2-(2-triphenylmethylaminothiazol-4-yl)2-Z-triphenylmethoxyiminoacetate (0.832 g), in dry DMF (2 mls) was cooled to ca -50° C. under argon and treated with methanesulphonyl chloride (0.093 mls). The solution was allowed to warm to -15° C. over 30mins and then treated with a solution of diphenylmethyl 7β-amino-3-(E-2,5-dihydro-3-methyl-2-oxofuran-5-ylidenemethyl)ceph-3-em-4-carboxylate (0.474 g) and pyridine (0.096 mls) in DMF (3 mls). The reaction was allowed to warm to room temperature ov...